describe an organic reaction: reactants, conditions, products, and yield From a dataset of the Open Reaction Database (ORD), a public repository of structured organic reaction records. Reactants: COCCOc1ccc2c(c1)C1(CO2)C(=O)N(C(c2ccccc2)c2ccccc2)c2ccccc21, COc1cc2c(cc1C)C1(CO2)C(=O)N(C(c2ccccc2)c2ccccc2)c2ccccc21. Yields the product COCCOc1ccc2c(c1)C1(CO2)C(=O)Nc2ccccc21. As a reaction SMILES: [c:1]1([CH:2]([c:3]2[cH:4][cH:5][cH:6][cH:7][cH:31]2)[N:8]2[C:9](=[O:30])[C:10]3([CH2:11][O:12][c:13]4[c:14]3[cH:15][c:16]([O:19][CH2:20][CH2:21][O:22][CH3:23])[cH:17][cH:18]4)[c:24]3[cH:25][cH:26][cH:27][cH:28][c:29]32)[cH:32][cH:33][cH:34][cH:35][cH:36]1.[c:37]1([CH:38]([c:39]2[cH:40][cH:41][cH:42][cH:43][cH:44]2)[N:45]2[c:46]3[c:47]([cH:48][cH:49][cH:50][cH:51]3)[C:52]3([c:53]4[cH:54][c:55]([CH3:56])[c:57]([O:58][CH3:59])[cH:60][c:61]4[O:62][CH2:63]3)[C:64]2=[O:65])[cH:66][cH:67][cH:68][cH:69][cH:70]1>>[NH:8]1[C:9](=[O:30])[C:10]2([CH2:11][O:12][c:13]3[c:14]2[cH:15][c:16]([O:19][CH2:20][CH2:21][O:22][CH3:23])[cH:17][cH:18]3)[c:24]2[cH:25][cH:26][cH:27][cH:28][c:29]21. Reactants: COP(=O)(COc1cc(Oc2ccc(C(F)(F)F)cc2Cl)ccc1[N+](=O)[O-])OC, O=S(Cl)Cl, c1ccccc1. Yields the product COP(=O)(Cl)COc1cc(Oc2ccc(C(F)(F)F)cc2Cl)ccc1[N+](=O)[O-]. Reaction SMILES: [N+:1](=[O:2])([O-:3])[c:4]1[c:5]([O:6][CH2:7][P:8]([O:9][CH3:10])([O:11][CH3:13])=[O:12])[cH:14][c:15]([O:18][c:19]2[c:20]([Cl:29])[cH:21][c:22]([C:25]([F:26])([F:27])[F:28])[cH:23][cH:24]2)[cH:16][cH:17]1.[S:30]([Cl:31])([Cl:32])=[O:33].[cH:34]1[cH:35][cH:36][cH:37][cH:38][cH:39]1>>[N+:1](=[O:2])([O-:3])[c:4]1[c:5]([O:6][CH2:7][P:8]([O:9][CH3:10])(=[O:11])[Cl:32])[cH:14][c:15]([O:18][c:19]2[c:20]([Cl:29])[cH:21][c:22]([C:25]([F:26])([F:27])[F:28])[cH:23][cH:24]2)[cH:16][cH:17]1.